The task is: describe an organic reaction: reactants, conditions, products, and yield. This data is from the Open Reaction Database (ORD), a public repository of structured organic reaction records. The reactants are C(OCC)(OCC)OCC (triethyl orthoformate), P(OCC)(OCC)OCl (diethyl chloro phosphite). Run at temperature 135 celsius. Yields the product C(C)OP(OCC)(=O)C(OCC)OCC (diethoxymethylphosphonic acid diethyl ester). The yield is 83.3%. Reaction SMILES: [CH:1]([O:8][CH2:9][CH3:10])([O:5][CH2:6][CH3:7])OCC.[P:11]([O:18]Cl)([O:15][CH2:16][CH3:17])[O:12][CH2:13][CH3:14]>>[CH2:13]([O:12][P:11]([CH:1]([O:5][CH2:6][CH3:7])[O:8][CH2:9][CH3:10])(=[O:18])[O:15][CH2:16][CH3:17])[CH3:14]. Reported procedure: To a flask containing triethyl orthoformate (23.6 gm; 0.16 mole) equipped with a magnetic stirrer, condensor, and nitrogen atmosphere, is added diethyl chloro phosphite (25 gm; 0.16 mole) over 15-30 minutes and an extremely exothermic reaction occurs. The reaction solution is then heated at 135° C. for 3 hours. The resulting solution is distilled using a Kugelrohr distillation apparatus at 80° C. (0.01 mm Hg) to yield 32 gm of diethoxymethylphosphonic acid diethyl ester (31P NMR 13.2 ppm). Starting materials: O=C([O-])[O-], CN(C)C=O, ClCc1noc(-c2ccccc2)n1, [K+], [K+], O, COC(=O)CCc1cn(Cc2ccc(O)cc2)nc1-c1ccccc1. The product is COC(=O)CCc1cn(Cc2ccc(OCc3noc(-c4ccccc4)n3)cc2)nc1-c1ccccc1. RXN SMILES: [C:39](=[O:40])([O-:41])[O-:42].[CH3:45][N:46]([CH3:47])[CH:48]=[O:49].[Cl:1][CH2:2][c:3]1[n:4][o:5][c:6](-[c:8]2[cH:9][cH:10][cH:11][cH:12][cH:13]2)[n:7]1.[K+:43].[K+:44].[OH2:50].[OH:14][c:15]1[cH:16][cH:17][c:18]([CH2:19][n:20]2[n:21][c:22](-[c:31]3[cH:32][cH:33][cH:34][cH:35][cH:36]3)[c:23]([CH2:25][CH2:26][C:27](=[O:28])[O:29][CH3:30])[cH:24]2)[cH:37][cH:38]1>>[CH2:2]([c:3]1[n:4][o:5][c:6](-[c:8]2[cH:9][cH:10][cH:11][cH:12][cH:13]2)[n:7]1)[O:14][c:15]1[cH:16][cH:17][c:18]([CH2:19][n:20]2[n:21][c:22](-[c:31]3[cH:32][cH:33][cH:34][cH:35][cH:36]3)[c:23]([CH2:25][CH2:26][C:27](=[O:28])[O:29][CH3:30])[cH:24]2)[cH:37][cH:38]1.